From a dataset of the Open Reaction Database (ORD), a public repository of structured organic reaction records. describe an organic reaction: reactants, conditions, products, and yield The product is ClCC=1N=C2N(C(N(C=C2I)C2=CC=C(C=C2)F)=O)C1 (2-Chloromethyl-6-(4-fluoro-phenyl)-8-iodo-6H-imidazo[1,2-c]pyrimidin-5-one). Procedure details: 2-Chloromethyl-6-(4-fluoro-phenyl)-8-iodo-6H-imidazo[1,2-c]pyrimidin-5-one was prepared from 4-amino-1-(4-fluoro-phenyl)-5-iodo-1H-pyrimidin-2-one and 1,3-dichloroacetone using the methods as described above for the preparation of 2-chloromethyl-6-(4-fluoro-phenyl)-6H-imidazo[1,2-c]pyrimidin-5-one. As a reaction SMILES: [NH2:1][C:2]1[C:7]([I:8])=[CH:6][N:5]([C:9]2[CH:14]=[CH:13][C:12]([F:15])=[CH:11][CH:10]=2)[C:4](=[O:16])[N:3]=1.[Cl:17][CH2:18][C:19]([CH2:21]Cl)=O.ClCC1N=C2C=CN(C3C=CC(F)=CC=3)C(=O)N2C=1>>[Cl:17][CH2:18][C:19]1[N:1]=[C:2]2[C:7]([I:8])=[CH:6][N:5]([C:9]3[CH:10]=[CH:11][C:12]([F:15])=[CH:13][CH:14]=3)[C:4](=[O:16])[N:3]2[CH:21]=1. Starting materials: NC1=NC(N(C=C1I)C1=CC=C(C=C1)F)=O (4-amino-1-(4-fluoro-phenyl)-5-iodo-1H-pyrimidin-2-one), ClCC(=O)CCl (1,3-dichloroacetone), ClCC=1N=C2N(C(N(C=C2)C2=CC=C(C=C2)F)=O)C1 (2-chloromethyl-6-(4-fluoro-phenyl)-6H-imidazo[1,2-c]pyrimidin-5-one). The reactants are CO, CC1(C)OCC(Cn2ccc([N+](=O)[O-])n2)O1, [H][H]. The product is CC1(C)OCC(Cn2ccc(N)n2)O1. Reaction SMILES: [CH3:19][OH:20].[CH3:1][C:2]1([CH3:16])[O:3][CH2:4][CH:5]([CH2:7][n:8]2[n:9][c:10]([N+:13]([O-:14])=[O:15])[cH:11][cH:12]2)[O:6]1.[H:17][H:18]>>[CH3:1][C:2]1([CH3:16])[O:3][CH2:4][CH:5]([CH2:7][n:8]2[n:9][c:10]([NH2:13])[cH:11][cH:12]2)[O:6]1. Starting materials: CC(C)(C)OC(=O)CBr, O=C([O-])[O-], CN(C)C=O, CCOC(C)=O, CCCCCC, [K+], [K+], N#CCC#N, O. The product is CC(C)(C)OC(=O)CC(C#N)C#N. As a reaction SMILES: [Br:12][CH2:13][C:14](=[O:15])[O:16][C:17]([CH3:18])([CH3:19])[CH3:20].[C:6](=[O:7])([O-:8])[O-:9].[CH3:22][N:23]([CH3:24])[CH:25]=[O:26].[CH3:27][CH2:28][O:29][C:30](=[O:31])[CH3:32].[CH3:33][CH2:34][CH2:35][CH2:36][CH2:37][CH3:38].[K+:10].[K+:11].[N:1]#[C:2][CH2:3][C:4]#[N:5].[OH2:21]>>[N:1]#[C:2][CH:3]([C:4]#[N:5])[CH2:13][C:14](=[O:15])[O:16][C:17]([CH3:18])([CH3:19])[CH3:20]. Reactants: C(C)OC(=O)C1=C(CCC1)NC(NC=1C=CC(=C(C(=O)OCC)C1)[N+](=O)[O-])=O (ethyl 5-{3-[2-(ethoxycarbonyl)-1-cyclopenten-1-yl]ureido}-2-nitrobenzoate), CC[O-].[Na+] (sodium ethylate). Solvent: C(C)O (ethanol). The product is [N+](=O)([O-])C1=C(C(=O)OCC)C=C(C=C1)N1C(NC2=C(C1=O)CCC2)=O (ethyl 2-nitro-5-(1,2,4,5,6,7-hexahydro-2,4-dioxo-3H-cyclopenta[d]pyrimidin-3-yl)-benzoate). Reaction SMILES: C([O:3][C:4]([C:6]1[CH2:10][CH2:9][CH2:8][C:7]=1[NH:11][C:12](=[O:28])[NH:13][C:14]1[CH:15]=[CH:16][C:17]([N+:25]([O-:27])=[O:26])=[C:18]([CH:24]=1)[C:19]([O:21][CH2:22][CH3:23])=[O:20])=O)C.CC[O-].[Na+]>C(O)C>[N+:25]([C:17]1[CH:16]=[CH:15][C:14]([N:13]2[C:4](=[O:3])[C:6]3[CH2:10][CH2:9][CH2:8][C:7]=3[NH:11][C:12]2=[O:28])=[CH:24][C:18]=1[C:19]([O:21][CH2:22][CH3:23])=[O:20])([O-:27])=[O:26] |f:1.2|. Procedure: using ethyl 5-{3-[2-(ethoxycarbonyl)-1-cyclopenten-1-yl]ureido}-2-nitrobenzoate with sodium ethylate in ethanol there is obtained ethyl 2-nitro-5-(1,2,4,5,6,7-hexahydro-2,4-dioxo-3H-cyclopenta[d]pyrimidin-3-yl)-benzoate, m.p. 205°-208° C., The reactants are C(=O)(O)[O-].[Na+] (NaHCO3), ClC=1C=C(C(=C(C1)C=1C=C(C(=NC1)[C@@H](C)N)F)C1=NOC(=N1)C)F ((R)-1-{5-[5-Chloro-3-fluoro-2-(5-methyl-[1,2,4]oxadiazol-3-yl)-phenyl]-3-fluoro-pyridin-2-yl}-ethylamine), C1=CC=CC=2C3=CC=CC=C3C(C12)COC(=O)NC1(COC1)C(=O)O (3-(9H-fluoren-9-ylmethoxycarbonylamino)-oxetane-3-carboxylic acid), C1=CC=CC=2C3=CC=CC=C3C(C12)COC(=O)NC1(COC1)C(=O)O (3-(9H-fluoren-9-ylmethoxycarbonylamino)-oxetane-3-carboxylic acid), Cl.CN(CCCN=C=NCC)C (N-(3-dimethylaminopropyl)-N′-ethylcarbodiimide hydrochloride), O.ON1N=NC2=C1C=CC=C2 (1-hydroxybenzotriazole hydrate). Run in O (water), CN(C)C=O (DMF), CN(C)C=O (DMF). Run at time 1.5 hour. Yields the product C1=CC=CC=2C3=CC=CC=C3C(C12)COC(NC1(COC1)C(N[C@H](C)C1=NC=C(C=C1F)C1=C(C(=CC(=C1)Cl)F)C1=NOC(=N1)C)=O)=O ([3-((R)-1-{5-[5-Chloro-3-fluoro-2-(5-methyl-[1,2,4]oxadiazol-3-yl)-phenyl]-3-fluoro-pyridin-2-yl}-ethylcarbamoyl)-oxetan-3-yl]-carbamic acid 9H-fluoren-9-ylmethyl ester), foam. Isolated yield 98.0%. Reaction SMILES: [CH:1]1[C:13]2[CH:12]([CH2:14][O:15][C:16]([NH:18][C:19]3([C:23](O)=[O:24])[CH2:22][O:21][CH2:20]3)=[O:17])[C:11]3[C:6](=[CH:7][CH:8]=[CH:9][CH:10]=3)[C:5]=2[CH:4]=[CH:3][CH:2]=1.Cl.CN(C)CCCN=C=NCC.O.ON1C2C=CC=CC=2N=N1.[Cl:49][C:50]1[CH:51]=[C:52]([F:72])[C:53]([C:66]2[N:70]=[C:69]([CH3:71])[O:68][N:67]=2)=[C:54]([C:56]2[CH:57]=[C:58]([F:65])[C:59]([C@H:62]([NH2:64])[CH3:63])=[N:60][CH:61]=2)[CH:55]=1.C([O-])(O)=O.[Na+]>CN(C=O)C.O>[CH:10]1[C:11]2[CH:12]([CH2:14][O:15][C:16](=[O:17])[NH:18][C:19]3([C:23](=[O:24])[NH:64][C@@H:62]([C:59]4[C:58]([F:65])=[CH:57][C:56]([C:54]5[CH:55]=[C:50]([Cl:49])[CH:51]=[C:52]([F:72])[C:53]=5[C:66]5[N:70]=[C:69]([CH3:71])[O:68][N:67]=5)=[CH:61][N:60]=4)[CH3:63])[CH2:22][O:21][CH2:20]3)[C:13]3[C:5](=[CH:4][CH:3]=[CH:2][CH:1]=3)[C:6]=2[CH:7]=[CH:8][CH:9]=1 |f:1.2,3.4,6.7|. Procedure: To a solution of 3-(9H-fluoren-9-ylmethoxycarbonylamino)-oxetane-3-carboxylic acid (77.4 mg, 0.228 mmol, intermediate 8) in dry DMF (2 ml) were added N-(3-dimethylaminopropyl)-N′-ethylcarbodiimide hydrochloride (48.1 mg, 0.251 mmol) and 1-hydroxybenzotriazole hydrate (38.4 mg, 0.251 mmol) at room temperature. The resulting colorless solution was stirred for 5 min before a solution of (R)-1-{5-[5-chloro-3-fluoro-2-(5-methyl-[1,2,4]oxadiazol-3-yl)-phenyl]-3-fluoro-pyridin-2-yl}-ethylamine (80.0 mg... The reactants are ClC=1C=CC=C2C(OC(=O)C12)(C1=NC(=CC(=N1)OC)OC)O (7-chloro-3-hydroxy-3-(4,6-dimethoxy-2-pyrimidinyl)phthalide), [OH-].[Na+] (NaOH), C1CCOC1 (THF). Solvent: O (water). Yields the product ClC1=C(C(=O)[O-])C(=CC=C1)C(=O)C1=NC(=CC(=N1)OC)OC.[Na+] (Sodium 2-chloro-6-[(4,6-dimethoxy-2-pyrimidinyl)carbonyl]benzoate). Reaction SMILES: [Cl:1][C:2]1[CH:3]=[CH:4][CH:5]=[C:6]2[C:11]=1[C:9](=[O:10])[O:8][C:7]2([OH:22])[C:12]1[N:17]=[C:16]([O:18][CH3:19])[CH:15]=[C:14]([O:20][CH3:21])[N:13]=1.[OH-].[Na+:24].C1COCC1>O>[Cl:1][C:2]1[CH:3]=[CH:4][CH:5]=[C:6]([C:7]([C:12]2[N:13]=[C:14]([O:20][CH3:21])[CH:15]=[C:16]([O:18][CH3:19])[N:17]=2)=[O:22])[C:11]=1[C:9]([O-:10])=[O:8].[Na+:24] |f:1.2,5.6|. Procedure: 1.24 g of 7-chloro-3-hydroxy-3-(4,6-dimethoxy-2-pyrimidinyl)phthalide, 154 mg NaOH, 25 ml THF and 25 ml water are mixed until a yellow homogeneous solution is achieved. The solvents are stripped on a rotovaporator and then on a Kugelrohr at 100° C. to produce the title compound as a yellow solid, m.p. 276°-278° C. Starting materials: [BH4-].[Na+] (sodium borohydride), FC(OC1=C(C=O)C=CC=C1)(F)F (2-trifluoromethoxybenzaldehyde), C(OC)(OC)OC (trimethyl orthoformate), N1C(=NC=C1)CN(CC=1NC=CN1)CC1=CC=C(C(=O)NCCCCN)C=C1 (4-{[bis(1H-imidazol-2-ylmethyl)-amino]-methyl}-N-(4-aminobutyl)-benzamide). The solvent is CO (methanol). Run at time 30 minute. The product is C1=CC=C(C(=C1)CNCCCCNC(=O)C2=CC=C(C=C2)CN(CC3=NC=CN3)CC4=NC=CN4)OC(F)(F)F (4-{[bis(1H-imidazol-2-ylmethyl)-amino]-methyl}-N-[4-(2-trifluoromethoxy)-benzylamino-butyl]-benzamide). Reaction SMILES: [NH:1]1[CH:5]=[CH:4][N:3]=[C:2]1[CH2:6][N:7]([CH2:14][C:15]1[CH:28]=[CH:27][C:18]([C:19]([NH:21][CH2:22][CH2:23][CH2:24][CH2:25][NH2:26])=[O:20])=[CH:17][CH:16]=1)[CH2:8][C:9]1[NH:10][CH:11]=[CH:12][N:13]=1.[F:29][C:30]([F:41])([F:40])[O:31][C:32]1[CH:39]=[CH:38][CH:37]=[CH:36][C:33]=1[CH:34]=O.C(OC)(OC)OC.[BH4-].[Na+]>CO>[CH:37]1[CH:36]=[C:33]([CH2:34][NH:26][CH2:25][CH2:24][CH2:23][CH2:22][NH:21][C:19]([C:18]2[CH:27]=[CH:28][C:15]([CH2:14][N:7]([CH2:8][C:9]3[NH:13][CH:12]=[CH:11][N:10]=3)[CH2:6][C:2]3[NH:3][CH:4]=[CH:5][N:1]=3)=[CH:16][CH:17]=2)=[O:20])[C:32]([O:31][C:30]([F:29])([F:40])[F:41])=[CH:39][CH:38]=1 |f:3.4|. Procedure details: The compound (50.6 mg) obtained in Example 3-2 was dissolved in anhydrous methanol (2.0 ml) and added with 2-trifluoromethoxybenzaldehyde (manufactured by Avocado Co., Ltd.) (0.0290 ml) and trimethyl orthoformate (0.0430 ml), followed by stirring at room temperature for 30 minutes. Then, the solution was added with sodium borohydride (14.8 mg), followed by stirring at room temperature for 15 minutes. After completion of the reaction, the solvent was distilled off. The residue was dissolved in ch...